From a dataset of the Open Reaction Database (ORD), a public repository of structured organic reaction records. describe an organic reaction: reactants, conditions, products, and yield Reactants: C(C)(=O)OCC1CN(C=2C1=C1C(=C(NC1=C(C2)OCC2=CC=CC=C2)C(F)(F)F)C(=O)OC)C(=O)OC(C)(C)C (methyl 1-acetoxymethyl-5-benzyloxy-3-t-butoxycarbonyl-7-trifluoromethyl-1,2,3,6-tetrahydropyrrolo[3,2-e]indole-8-carboxylate), C([O-])([O-])=O.[K+].[K+] (potassium carbonate), C(CC(O)(C(=O)O)CC(=O)O)(=O)O (citric acid). Solvent: CO (methanol), O (water). Run at time 7 hour. The product is C(C1=CC=CC=C1)OC=1C=C2C(=C3C(=C(NC13)C(F)(F)F)C(=O)OC)C(CN2C(=O)OC(C)(C)C)CO (methyl 5-benzyloxy-3-t-butoxycarbonyl-1-hydroxymethyl-7-trifluoromethyl-1,2,3,6-tetrahydropyrrolo[3,2-e]indole-8-carboxylate). Reaction SMILES: C([O:4][CH2:5][CH:6]1[C:10]2=[C:11]3[C:15](=[C:16]([O:18][CH2:19][C:20]4[CH:25]=[CH:24][CH:23]=[CH:22][CH:21]=4)[CH:17]=[C:9]2[N:8]([C:34]([O:36][C:37]([CH3:40])([CH3:39])[CH3:38])=[O:35])[CH2:7]1)[NH:14][C:13]([C:26]([F:29])([F:28])[F:27])=[C:12]3[C:30]([O:32][CH3:33])=[O:31])(=O)C.C(=O)([O-])[O-].[K+].[K+].C(O)(=O)CC(CC(O)=O)(C(O)=O)O>CO.O>[CH2:19]([O:18][C:16]1[CH:17]=[C:9]2[N:8]([C:34]([O:36][C:37]([CH3:38])([CH3:40])[CH3:39])=[O:35])[CH2:7][CH:6]([CH2:5][OH:4])[C:10]2=[C:11]2[C:15]=1[NH:14][C:13]([C:26]([F:27])([F:28])[F:29])=[C:12]2[C:30]([O:32][CH3:33])=[O:31])[C:20]1[CH:21]=[CH:22][CH:23]=[CH:24][CH:25]=1 |f:1.2.3|. Procedure details: In 4 ml of methanol, was suspended 225 mg (0.4 mmol) of methyl 1-acetoxymethyl-5-benzyloxy-3-t-butoxycarbonyl-7-trifluoromethyl-1,2,3,6-tetrahydropyrrolo[3,2-e]indole-8-carboxylate. Thereto 110.6 mg (0.8 mmol) of potassium carbonate was added, and the mixture was stirred for 7 hours. It was neutralized with 10% citric acid, and diluted with water. The precipitated crystalline matter was collected by filtration, washed with water, and dried. Thereby, methyl 5-benzyloxy-3-t-butoxycarbonyl-1-hydrox... The reactants are CCOCC, N#CC(O)c1cccc([N+](=O)[O-])c1, O=S(Cl)Cl, c1ccncc1. RXN SMILES: [CH3:24][CH2:25][O:26][CH2:27][CH3:28].[OH:1][CH:2]([C:3]#[N:4])[c:5]1[cH:6][c:7]([N+:11](=[O:12])[O-:13])[cH:8][cH:9][cH:10]1.[S:20]([Cl:21])([Cl:22])=[O:23].[cH:14]1[cH:15][cH:16][n:17][cH:18][cH:19]1>>[CH:2]([C:3]#[N:4])([c:5]1[cH:6][c:7]([N+:11](=[O:12])[O-:13])[cH:8][cH:9][cH:10]1)[Cl:22]. Yields the product N#CC(Cl)c1cccc([N+](=O)[O-])c1. The reactants are O=C(Cl)c1ccccc1, ClCCl, O=C(CCCCCO)OCc1ccccc1. Product: O=C(CCCCCOC(=O)c1ccccc1)OCc1ccccc1. RXN SMILES: [C:17]([c:18]1[cH:19][cH:20][cH:21][cH:22][cH:23]1)(=[O:24])[Cl:25].[CH2:26]([Cl:27])[Cl:28].[OH:1][CH2:2][CH2:3][CH2:4][CH2:5][CH2:6][C:7](=[O:8])[O:9][CH2:10][c:11]1[cH:12][cH:13][cH:14][cH:15][cH:16]1>>[O:1]([CH2:2][CH2:3][CH2:4][CH2:5][CH2:6][C:7](=[O:8])[O:9][CH2:10][c:11]1[cH:12][cH:13][cH:14][cH:15][cH:16]1)[C:17]([c:18]1[cH:19][cH:20][cH:21][cH:22][cH:23]1)=[O:24]. Procedure: A solution of potassium tert-butoxide in THF (1M, 10 mL, 10 mmol), was added dropwise to a solution of methyl 3-(2-(2-methoxy-2-oxoethoxy)-2-phenylethyl)picolinate (3.0 g, 9.1 mmol) in xylene (20 mL) at 28° C. The resulting mixture was heated at 82° C. for 2 h, then cooled and concentrated. The residue was partitioned between ethyl acetate and saturated aqueous ammonium chloride solution. The organic layer was washed with brine, dried over anhydrous sodium sulfate, and concentrated. The residue ... Solvent: C=1(C(=CC=CC1)C)C (xylene). Yields the product OC1=C(OC(CC=2C1=NC=CC2)C2=CC=CC=C2)C(=O)OC (Methyl 9-hydroxy-6-phenyl-5,6-dihydrooxepino[4,5-b]pyridine-8-carboxylate). Conditions: temperature 82 celsius. As a reaction SMILES: CC(C)([O-])C.[K+].C1COCC1.[CH3:12][O:13][C:14](=[O:35])[CH2:15][O:16][CH:17]([C:29]1[CH:34]=[CH:33][CH:32]=[CH:31][CH:30]=1)[CH2:18][C:19]1[C:20]([C:25](OC)=[O:26])=[N:21][CH:22]=[CH:23][CH:24]=1>C1(C)C(C)=CC=CC=1>[OH:26][C:25]1[C:20]2=[N:21][CH:22]=[CH:23][CH:24]=[C:19]2[CH2:18][CH:17]([C:29]2[CH:34]=[CH:33][CH:32]=[CH:31][CH:30]=2)[O:16][C:15]=1[C:14]([O:13][CH3:12])=[O:35] |f:0.1|. Starting materials: CC(C)([O-])C.[K+] (potassium tert-butoxide), C1CCOC1 (THF), COC(COC(CC=1C(=NC=CC1)C(=O)OC)C1=CC=CC=C1)=O (methyl 3-(2-(2-methoxy-2-oxoethoxy)-2-phenylethyl)picolinate). Starting materials: CCOC(C)=O, O=C([O-])[O-], CC(C)=CCCC(C)=CCBr, CC(C)=O, CCCCCCC, [K+], [K+], N#Cc1nc2ccc(O)cc2s1. Product: CC(C)=CCCC(C)=CCOc1ccc2nc(C#N)sc2c1. As a reaction SMILES: [C:34]([O:35][CH2:36][CH3:37])(=[O:38])[CH3:39].[C:5](=[O:6])([O-:7])[O-:8].[CH2:11]([CH:12]=[C:13]([CH3:14])[CH2:15][CH2:16][CH:17]=[C:18]([CH3:19])[CH3:20])[Br:21].[CH3:1][C:2](=[O:3])[CH3:4].[CH3:40][CH2:41][CH2:42][CH2:43][CH2:44][CH2:45][CH3:46].[K+:10].[K+:9].[OH:22][c:23]1[cH:24][c:25]2[c:26]([n:27][c:28]([C:30]#[N:31])[s:29]2)[cH:32][cH:33]1>>[CH2:11]([CH:12]=[C:13]([CH3:14])[CH2:15][CH2:16][CH:17]=[C:18]([CH3:19])[CH3:20])[O:22][c:23]1[cH:24][c:25]2[c:26]([n:27][c:28]([C:30]#[N:31])[s:29]2)[cH:32][cH:33]1. RXN SMILES: [Br:1][c:2]1[cH:3][cH:4][c:5]([Cl:8])[n:6][cH:7]1.[C:15](=[O:16])([O-:17])[O-:18].[Cs+:19].[Cs+:20].[O:21]=[CH:22][N:23]([CH3:24])[CH3:25].[OH:9][CH:10]1[CH2:11][O:12][CH2:13][CH2:14]1>>[Br:1][c:2]1[cH:3][cH:4][c:5]([O:9][CH:10]2[CH2:11][O:12][CH2:13][CH2:14]2)[n:6][cH:7]1. The product is Brc1ccc(OC2CCOC2)nc1. Starting materials: Clc1ccc(Br)cn1, O=C([O-])[O-], [Cs+], [Cs+], CN(C)C=O, OC1CCOC1. Starting materials: COCCNCC1=CC=C(S1)B(O)O ([5-({[2-(methyloxy)ethyl]amino}methyl)-2-thienyl]boronic acid), BrC=1C=C2C(=CNC2=C(C1)C(=O)N)C1CCN(CC1)S(=O)(=O)CC (5-bromo-3-[1-(ethylsulfonyl)-4-piperidinyl]-1H-indole-7-carboxamide), C(=O)([O-])[O-].[K+].[K+] (K2CO3). The reagents and catalysts are C=1C=CC(=CC1)[P](C=2C=CC=CC2)(C=3C=CC=CC3)[Pd]([P](C=4C=CC=CC4)(C=5C=CC=CC5)C=6C=CC=CC6)([P](C=7C=CC=CC7)(C=8C=CC=CC8)C=9C=CC=CC9)[P](C=1C=CC=CC1)(C=1C=CC=CC1)C=1C=CC=CC1 (tetrakis(triphenylphosphine)palladium(0)). Product: C(C)S(=O)(=O)N1CCC(CC1)C1=CNC2=C(C=C(C=C12)C=1SC(=CC1)CNCCOC)C(=O)N (3-[1-(ethylsulfonyl)-4-piperidinyl]-5-[5-({[2-(methyloxy)ethyl]amino}methyl)-2-thienyl]-1H-indole-7-carboxamide). As a reaction SMILES: [CH3:1][O:2][CH2:3][CH2:4][NH:5][CH2:6][C:7]1[S:11][C:10](B(O)O)=[CH:9][CH:8]=1.Br[C:16]1[CH:17]=[C:18]2[C:22](=[C:23]([C:25]([NH2:27])=[O:26])[CH:24]=1)[NH:21][CH:20]=[C:19]2[CH:28]1[CH2:33][CH2:32][N:31]([S:34]([CH2:37][CH3:38])(=[O:36])=[O:35])[CH2:30][CH2:29]1.C([O-])([O-])=O.[K+].[K+]>C1C=CC([P]([Pd]([P](C2C=CC=CC=2)(C2C=CC=CC=2)C2C=CC=CC=2)([P](C2C=CC=CC=2)(C2C=CC=CC=2)C2C=CC=CC=2)[P](C2C=CC=CC=2)(C2C=CC=CC=2)C2C=CC=CC=2)(C2C=CC=CC=2)C2C=CC=CC=2)=CC=1>[CH2:37]([S:34]([N:31]1[CH2:30][CH2:29][CH:28]([C:19]2[C:18]3[C:22](=[C:23]([C:25]([NH2:27])=[O:26])[CH:24]=[C:16]([C:10]4[S:11][C:7]([CH2:6][NH:5][CH2:4][CH2:3][O:2][CH3:1])=[CH:8][CH:9]=4)[CH:17]=3)[NH:21][CH:20]=2)[CH2:33][CH2:32]1)(=[O:36])=[O:35])[CH3:38] |f:2.3.4,^1:48,50,69,88|. Procedure: Following the general procedure of 3-[1-(ethylsulfonyl)-4-piperidinyl]-5-(5-{[(2-methylbutyl)amino]methyl}-2-thienyl)-1H-indole-7-carboxamide, (5-formyl-2-thienyl)boronic acid (50 mg, 0.32 mmol), [2-(methyloxy)ethyl]amine (24 mg, 0.32 mmol), and NaCNBH3 (40 mg, 0.64 mmol) were reacted to give 42 mg of crude [5-({[2-(methyloxy)ethyl]amino}methyl)-2-thienyl]boronic acid. The crude [5-({[2-(methyloxy)ethyl]amino}methyl)-2-thienyl]boronic acid was then reacted with 5-bromo-3-[1-(ethylsulfonyl)-4-pip...